From a dataset of the Open Reaction Database (ORD), a public repository of structured organic reaction records. describe an organic reaction: reactants, conditions, products, and yield Starting materials: BrCCCBr (1,3-dibromopropane), C([O-])([O-])=O.[K+].[K+] (potassium carbonate), CC(=O)C (methyl ketone), ClC1=CC=C(C=C1)O (p-chlorophenol). Solvent: C(C)C(=O)C (methyl ethyl ketone). Conditions: temperature 60 celsius, time 1 hour. Product: ClC1=CC=C(OCCCBr)C=C1 (4-chlorophenoxypropyl bromide). Isolated yield 75.2%. RXN SMILES: C(=O)([O-])[O-].[K+].[K+].CC(C)=O.[Cl:11][C:12]1[CH:17]=[CH:16][C:15]([OH:18])=[CH:14][CH:13]=1.[Br:19][CH2:20][CH2:21][CH2:22]Br>C(C(C)=O)C>[Cl:11][C:12]1[CH:17]=[CH:16][C:15]([O:18][CH2:22][CH2:21][CH2:20][Br:19])=[CH:14][CH:13]=1 |f:0.1.2|. Reported procedure: 10 g of potassium carbonate was added to 30 ml of a methyl ketone solution containing 15.9 g of p-chlorophenol, and the solution was then heated with stirring at 60° C. for 1 hour. Afterward, 30 ml of a methyl ethyl ketone solution containing 50 g of 1,3-dibromopropane was added dropwise; After the addition, the solution was heated under reflux for 3 hours. The reaction solution was then cooled and a precipitate was removed therefrom, and the solution was evaporated to dryness under reduced pres... The reactants are O=C(O)C=Nc1cc(Cl)ccc1C(=O)O, CCCO, O=S(=O)(O)O. Product: CCCOC(=O)C=Nc1cc(Cl)ccc1C(=O)O. Reaction SMILES: [C:1](=[O:2])([OH:3])[CH:4]=[N:5][c:6]1[c:7]([C:8](=[O:9])[OH:10])[cH:11][cH:12][c:13]([Cl:15])[cH:14]1.[CH2:21]([CH2:22][CH3:23])[OH:24].[S:16](=[O:17])(=[O:18])([OH:19])[OH:20]>>[C:1](=[O:2])([O:3][CH2:21][CH2:22][CH3:23])[CH:4]=[N:5][c:6]1[c:7]([C:8](=[O:9])[OH:10])[cH:11][cH:12][c:13]([Cl:15])[cH:14]1. Reaction SMILES: [Cl:1][C:2]1[CH:28]=[CH:27][C:5]2[N:6]=[C:7]([NH:9][CH:10]3[CH2:14][CH2:13][N:12]([C:15]([C:17]4[C:22]([O:23][CH3:24])=[CH:21][CH:20]=[CH:19][C:18]=4[O:25][CH3:26])=[O:16])[CH2:11]3)[O:8][C:4]=2[CH:3]=1.CI.[C:31]([O-])([O-])=O.[K+].[K+]>CN(C=O)C>[Cl:1][C:2]1[CH:28]=[CH:27][C:5]2[N:6]=[C:7]([N:9]([CH3:31])[C@@H:10]3[CH2:14][CH2:13][N:12]([C:15]([C:17]4[C:18]([O:25][CH3:26])=[CH:19][CH:20]=[CH:21][C:22]=4[O:23][CH3:24])=[O:16])[CH2:11]3)[O:8][C:4]=2[CH:3]=1 |f:2.3.4|. Reactants: ClC1=CC2=C(N=C(O2)NC2CN(CC2)C(=O)C2=C(C=CC=C2OC)OC)C=C1 ([3-(6-Chloro-benzooxazol-2-ylamino)-pyrrolidin-1-yl]-(2,6-dimethoxy-phenyl)-methanone), CI (methyliodid), C(=O)([O-])[O-].[K+].[K+] (K2CO3). The solvent is CN(C)C=O (DMF). Yields the product ClC1=CC2=C(N=C(O2)N([C@H]2CN(CC2)C(=O)C2=C(C=CC=C2OC)OC)C)C=C1 ({(R)-3-[(6-Chloro-benzooxazol-2-yl)-methyl-amino]-pyrrolidin-1-yl}-(2,6-dimethoxy-phenyl)-methanone). Run at temperature 75 celsius. Yield: 46.2%. Procedure: A mixture of 20 mg (0.05 mmol) [3-(6-Chloro-benzooxazol-2-ylamino)-pyrrolidin-1-yl]-(2,6-dimethoxy-phenyl)-methanone (example 1), 353 mg (2.48 mmol) methyliodid and 10 mg (0.075 mmol) K2CO3 in 0.5 mL DMF was stirred at 75° C. The mixture was concentrated, water and methanol was added and the mixture was subjected to purification by preparative HPLC on reversed phase eluting with a gradient formed from acetonitrile, water and formic acid. The product containing fractions were evaporated to yield ... Starting materials: NC=1C=CC(=NC1)C1=NC(=CC(=N1)O)C(F)(F)F (2-(5-Aminopyridin-2-yl)-6-(trifluoromethyl)pyrimidin-4-ol), C(=O)([O-])[O-].[K+].[K+] (K2CO3), C(C)I (ethyl iodide). Run in CN(C)C=O (DMF). Conditions: temperature 25 celsius, time 10 minute. Product: C(C)OC1=NC(=NC(=C1)C(F)(F)F)C1=CC=C(C=N1)N (6-(4-ethoxy-6-(trifluoromethyl)pyrimidin-2-yl)pyridin-3-amine). RXN SMILES: [NH2:1][C:2]1[CH:3]=[CH:4][C:5]([C:8]2[N:13]=[C:12]([OH:14])[CH:11]=[C:10]([C:15]([F:18])([F:17])[F:16])[N:9]=2)=[N:6][CH:7]=1.C([O-])([O-])=O.[K+].[K+].[CH2:25](I)[CH3:26]>CN(C=O)C>[CH2:25]([O:14][C:12]1[CH:11]=[C:10]([C:15]([F:18])([F:17])[F:16])[N:9]=[C:8]([C:5]2[N:6]=[CH:7][C:2]([NH2:1])=[CH:3][CH:4]=2)[N:13]=1)[CH3:26] |f:1.2.3|. Procedure details: To a solution of compound of example 15 (0.100 g, 0.390 mmol) in DMF (3 mL), was added K2CO3 (0.080 g, 0.58 mmol) and stirred at 25° C. for 10 minutes. To the reaction mixture, ethyl iodide (0.0913 g, 0.58 mmol) was added slowly and stirred at 25° C. for 1 hour. DMF was removed under vacuum, and the reaction mass was quenched by water, extracted with ethyl acetate (3×10 mL), dried over sodium sulfate and concentrated to obtain the crude product, which was purified by column chromatography using ... Yields the product O1C(=CC=C1)CN(C=1C=C2CCC(C2=CC1)=O)C (5-[(2-furylmethyl)(methyl)amino]-1-indanone). The reactants are FC=1C=C2CCC(C2=CC1)=O (5-fluoro-1-indanone), CNCC1=CC=CO1 (N-methylfurfurylamine). RXN SMILES: F[C:2]1[CH:3]=[C:4]2[C:8](=[CH:9][CH:10]=1)[C:7](=[O:11])[CH2:6][CH2:5]2.[CH3:12][NH:13][CH2:14][C:15]1[O:19][CH:18]=[CH:17][CH:16]=1>C(O)C>[O:19]1[CH:18]=[CH:17][CH:16]=[C:15]1[CH2:14][N:13]([CH3:12])[C:2]1[CH:3]=[C:4]2[C:8](=[CH:9][CH:10]=1)[C:7](=[O:11])[CH2:6][CH2:5]2. Run in C(C)O (ethanol). Procedure: A solution of 5-fluoro-1-indanone (1.0 g, 6.66 mmol) and N-methylfurfurylamine (2.0 g, 18.0 mmol) in ethanol (10 mL) was heated to about 80° C. for about 2 days. The reaction mixture was concentrated under vacuum and the residue was purified by flash column chromatography on silica gel using hexane/ethyl acetate (2:1) as the mobile phase to provide the desired product. MS (ESI): m/z 242 (M+H)+. The reactants are COC(=O)C1CNCC(=O)N1Cc1ccc(C#N)c(N=C(c2ccccc2)c2ccccc2)c1, CCN(C(C)C)C(C)C, O=S(=O)(Cl)c1cc2ccc(Cl)cc2s1, ClCCl. The product is COC(=O)C1CN(S(=O)(=O)c2cc3ccc(Cl)cc3s2)CC(=O)N1Cc1ccc(C#N)c(N=C(c2ccccc2)c2ccccc2)c1. As a reaction SMILES: [CH3:1][O:2][C:3](=[O:4])[CH:5]1[N:6]([CH2:12][c:13]2[cH:14][c:15]([N:21]=[C:22]([c:23]3[cH:24][cH:25][cH:26][cH:27][cH:28]3)[c:29]3[cH:30][cH:31][cH:32][cH:33][cH:34]3)[c:16]([C:19]#[N:20])[cH:17][cH:18]2)[C:7](=[O:11])[CH2:8][NH:9][CH2:10]1.[CH:35]([N:36]([CH2:37][CH3:38])[CH:39]([CH3:40])[CH3:41])([CH3:42])[CH3:43].[Cl:44][c:45]1[cH:46][cH:47][c:48]2[c:49]([s:50][c:51]([S:53](=[O:54])(=[O:55])[Cl:56])[cH:52]2)[cH:57]1.[Cl:58][CH2:59][Cl:60]>>[CH3:1][O:2][C:3](=[O:4])[CH:5]1[N:6]([CH2:12][c:13]2[cH:14][c:15]([N:21]=[C:22]([c:23]3[cH:24][cH:25][cH:26][cH:27][cH:28]3)[c:29]3[cH:30][cH:31][cH:32][cH:33][cH:34]3)[c:16]([C:19]#[N:20])[cH:17][cH:18]2)[C:7](=[O:11])[CH2:8][N:9]([S:53]([c:51]2[s:50][c:49]3[c:48]([cH:47][cH:46][c:45]([Cl:44])[cH:57]3)[cH:52]2)(=[O:54])=[O:55])[CH2:10]1. Starting materials: CNCC1=C(OC2=C1C=CC=C2)C (methyl-(2-methyl-benzofuran-3-ylmethyl)-amine), Cl.O1C2=C(NCC1)N=CC(=C2)C=CC(=O)O (3-(3,4-dihydro-2H-pyrido[3,2-b][1,4]oxazin-7-yl)-acrylic acid hydrochloride), ON1N=NC2=C1C=CC=C2 (1-hydroxybenzotriazole), C(C)(C)N(CC)C(C)C (diisopropylethylamine), CN(CCCN=C=NCC)C (N-(3-dimethylaminopropyl)-N′-ethylcarbodiimide), Cl (HCl). Run in C(Cl)Cl (methylene chloride), O (water), CN(C)C=O (DMF), CCOCC (ether). Run at time 8 hour. Product: Cl.O1C2=C(NCC1)N=CC(=C2)/C=C/C(=O)N(CC2=C(OC1=C2C=CC=C1)C)C ((E)-3-(3,4-Dihydro-2H-pyrido[3,2-b][1,4]oxazin-7-yl)-N-methyl-N-(2-methyl-benzofuran-3-ylmethyl)-acrylamide hydrochloride). The yield is 35.6%. Reaction SMILES: [CH3:1][NH:2][CH2:3][C:4]1[C:8]2[CH:9]=[CH:10][CH:11]=[CH:12][C:7]=2[O:6][C:5]=1[CH3:13].[ClH:14].[O:15]1[CH2:20][CH2:19][NH:18][C:17]2[N:21]=[CH:22][C:23]([CH:25]=[CH:26][C:27]([OH:29])=O)=[CH:24][C:16]1=2.ON1C2C=CC=CC=2N=N1.C(N(C(C)C)CC)(C)C.CN(C)CCCN=C=NCC.Cl>CN(C=O)C.C(Cl)Cl.CCOCC.O>[ClH:14].[O:15]1[CH2:20][CH2:19][NH:18][C:17]2[N:21]=[CH:22][C:23](/[CH:25]=[CH:26]/[C:27]([N:2]([CH3:1])[CH2:3][C:4]3[C:8]4[CH:9]=[CH:10][CH:11]=[CH:12][C:7]=4[O:6][C:5]=3[CH3:13])=[O:29])=[CH:24][C:16]1=2 |f:1.2,11.12|. Procedure details: To a solution of methyl-(2-methyl-benzofuran-3-ylmethyl)-amine (159 mg, 0.91 mmol) in DMF (5 mL) were added in sequential order 3-(3,4-dihydro-2H-pyrido[3,2-b][1,4]oxazin-7-yl)-acrylic acid hydrochloride (171 mg, 0.83 mmol), 1-hydroxybenzotriazole (127 mg, 0.91 mmol), diisopropylethylamine (289 uL, 1.06 mmol), and N-(3-dimethylaminopropyl)-N′-ethylcarbodiimide (182 mg, 0.91 mmol). The mixture was stirred at room temperature overnight, cooled in an ice bath and treated with water under rapid stir... Starting materials: crude residue, NC=CC(C(F)(F)F)=O (4-amino-1,1,1-trifluoro-3-butene-2-one), FC(C(=O)O)(F)F (trifluoroacetic acid), CC(CCC)=O (2-Pentanone), C(CCC)(=O)Cl (butyryl chloride), [Li+].C[Si](C)(C)[N-][Si](C)(C)C (LiHMDS). The solvent is C1(=CC=CC=C1)C (toluene), C1(=CC=CC=C1)C (toluene). Reaction conditions: temperature 0 celsius, time 1 minute. Yields the product C(CC)(=O)C=1C(=NC(=CC1)C(F)(F)F)CCC (3-Propionyl-2-propyl-6-trifluoromethyl-pyridine). Isolated yield 53.8%. RXN SMILES: [CH3:1][C:2](=[O:6])[CH2:3][CH2:4][CH3:5].[Li+].C[Si]([N-][Si](C)(C)C)(C)C.[C:17](Cl)(=O)CCC.[NH2:23][CH:24]=[CH:25][C:26](=O)[C:27](F)(F)F.[F:32][C:33]([F:38])([F:37])[C:34](O)=O>C1(C)C=CC=CC=1>[C:2]([C:3]1[C:24]([CH2:25][CH2:26][CH3:27])=[N:23][C:34]([C:33]([F:38])([F:37])[F:32])=[CH:5][CH:4]=1)(=[O:6])[CH2:1][CH3:17] |f:1.2|. Procedure details: 2-Pentanone (1 ml, 9.4 mmol) was dissolved in 15 ml of dry toluene in a two-neck flask, and the solution was cooled to 0° C. under argon. LiHMDS (9.4 ml, 1.0 M in THF, 2.1 mmol) was added via syringe with stirring, and the formed anion was allowed to sit for 1 min before the addition of butyryl chloride (0.49 ml, 4.7 mmol) in one portion with stirring. The flask was then removed from ice bath and allowed to stand for 1 min, and 1M HCl solution was added with stirring. The solution mixture was ex...